describe an organic reaction: reactants, conditions, products, and yield From a dataset of the Open Reaction Database (ORD), a public repository of structured organic reaction records. Starting materials: FC=1C=C(C(N(C1C)C(C)C)=O)C(=O)OCC (ethyl 5-fluoro-1-isopropyl-6-methyl-2-oxo-1,2-dihydropyridine-3-carboxylate), ClC=1C=C(C(N(C1C)C(C)C)=O)C(=O)OCC (ethyl 5-chloro-1-isopropyl-6-methyl-2-oxo-1,2-dihydropyridine-3-carboxylate). Yields the product FC=1C=C(C(N(C1C)C(C)C)=O)C(=O)O (5-Fluoro-1-isopropyl-6-methyl-2-oxo-1,2-dihydropyridine-3-carboxylic acid). RXN SMILES: [F:1][C:2]1[CH:3]=[C:4]([C:13]([O:15]CC)=[O:14])[C:5](=[O:12])[N:6]([CH:9]([CH3:11])[CH3:10])[C:7]=1[CH3:8].ClC1C=C(C(OCC)=O)C(=O)N(C(C)C)C=1C>>[F:1][C:2]1[CH:3]=[C:4]([C:13]([OH:15])=[O:14])[C:5](=[O:12])[N:6]([CH:9]([CH3:11])[CH3:10])[C:7]=1[CH3:8]. Procedure details: The title compound was prepared according to the procedure of Example 1(7), but using ethyl 5-fluoro-1-isopropyl-6-methyl-2-oxo-1,2-dihydropyridine-3-carboxylate as prepared in 5(1) instead of ethyl 5-chloro-1-isopropyl-6-methyl-2-oxo-1,2-dihydropyridine-3-carboxylate. Reactants: CCO[SiH](OCC)OCC, C=Cc1ccc(N(c2ccc(C)c(C)c2)c2ccc(C)c(C)c2)cc1, Cc1ccccc1, C=C[Si](C)(C=C)O[Si](C)(C)C, C=C[Si](C)(C=C)O[Si](C)(C)C, C=C[Si](C)(C=C)O[Si](C)(C)C, [Pt], [Pt]. Yields the product CCO[Si](CCc1ccc(N(c2ccc(C)c(C)c2)c2ccc(C)c(C)c2)cc1)(OCC)OCC. RXN SMILES: [CH2:1]([CH3:2])[O:3][SiH:4]([O:5][CH2:6][CH3:7])[O:8][CH2:9][CH3:10].[CH3:11][c:12]1[cH:13][c:14]([N:19]([c:20]2[cH:21][c:22]([CH3:27])[c:23]([CH3:26])[cH:24][cH:25]2)[c:28]2[cH:29][cH:30][c:31]([CH:32]=[CH2:33])[cH:34][cH:35]2)[cH:15][cH:16][c:17]1[CH3:18].[CH3:36][c:37]1[cH:38][cH:39][cH:40][cH:41][cH:42]1.[CH3:43][Si:44]([CH3:45])([CH3:46])[O:47][Si:48]([CH3:49])([CH:50]=[CH2:51])[CH:52]=[CH2:53].[CH3:54][Si:55]([CH3:56])([CH3:57])[O:58][Si:59]([CH3:60])([CH:61]=[CH2:62])[CH:63]=[CH2:64].[CH3:65][Si:66]([CH3:67])([CH3:68])[O:69][Si:70]([CH3:71])([CH:72]=[CH2:73])[CH:74]=[CH2:75].[Pt:76].[Pt:77]>>[CH2:1]([CH3:2])[O:3][Si:4]([O:5][CH2:6][CH3:7])([O:8][CH2:9][CH3:10])[CH2:33][CH2:32][c:31]1[cH:30][cH:29][c:28]([N:19]([c:14]2[cH:13][c:12]([CH3:11])[c:17]([CH3:18])[cH:16][cH:15]2)[c:20]2[cH:21][c:22]([CH3:27])[c:23]([CH3:26])[cH:24][cH:25]2)[cH:35][cH:34]1. Reactants: C(C)NCC (diethylamine), ClC(C(=O)O)C1=CC=C(C=C1)C1=C(C=CC=C1)Cl (α, 2'-dichloro-4-biphenylylacetic acid). Solvent: CCCCCC (n-hexane). The product is C(C)[NH2+]CC.ClC(C(=O)[O-])C1=CC=C(C=C1)C1=C(C=CC=C1)Cl (α, 2'-dichloro-4-biphenylylacetic acid, diethylammonium salt). RXN SMILES: [CH2:1]([NH:3][CH2:4][CH3:5])[CH3:2].[Cl:6][CH:7]([C:11]1[CH:16]=[CH:15][C:14]([C:17]2[CH:22]=[CH:21][CH:20]=[CH:19][C:18]=2[Cl:23])=[CH:13][CH:12]=1)[C:8]([OH:10])=[O:9]>CCCCCC>[CH2:1]([NH2+:3][CH2:4][CH3:5])[CH3:2].[Cl:6][CH:7]([C:11]1[CH:16]=[CH:15][C:14]([C:17]2[CH:22]=[CH:21][CH:20]=[CH:19][C:18]=2[Cl:23])=[CH:13][CH:12]=1)[C:8]([O-:10])=[O:9] |f:3.4|. Reported procedure: Anhydrous diethylamine (0.11 moles) is added dropwise to a stirred solution of α, 2'-dichloro-4-biphenylylacetic acid (0.10 moles) in 100 ml. of n-hexane at 0°C. The precipitate is collected on a filter, washed with n-hexane, and dried in a vacuum desiccator to obtain α, 2'-dichloro-4-biphenylylacetic acid, diethylammonium salt. The reactants are COc1ccc(OC(CC(C)C)C2CCN(Cc3ccccc3)C2)c(C)n1, CCO. Product: COc1ccc(OC(CC(C)C)C2CCNC2)c(C)n1. RXN SMILES: [CH2:1]([c:2]1[cH:3][cH:4][cH:5][cH:6][cH:7]1)[N:8]1[CH2:9][CH:10]([CH:13]([CH2:14][CH:15]([CH3:16])[CH3:17])[O:18][c:19]2[c:20]([CH3:27])[n:21][c:22]([O:25][CH3:26])[cH:23][cH:24]2)[CH2:11][CH2:12]1.[CH3:28][CH2:29][OH:30]>>[NH:8]1[CH2:9][CH:10]([CH:13]([CH2:14][CH:15]([CH3:16])[CH3:17])[O:18][c:19]2[c:20]([CH3:27])[n:21][c:22]([O:25][CH3:26])[cH:23][cH:24]2)[CH2:11][CH2:12]1. The product is CC(C)(O)c1ccc(-c2ccc(=O)n(Cc3ccc(Cl)cc3)c2)cc1. The reactants are [Br-], C1CCOC1, C[Mg+], CC(=O)c1ccc(-c2ccc(=O)n(Cc3ccc(Cl)cc3)c2)cc1. As a reaction SMILES: [Br-:25].[CH2:28]1[O:29][CH2:30][CH2:31][CH2:32]1.[CH3:26][Mg+:27].[Cl:1][c:2]1[cH:3][cH:4][c:5]([CH2:6][n:7]2[c:8](=[O:22])[cH:9][cH:10][c:11](-[c:13]3[cH:14][cH:15][c:16]([C:19]([CH3:20])=[O:21])[cH:17][cH:18]3)[cH:12]2)[cH:23][cH:24]1>>[Cl:1][c:2]1[cH:3][cH:4][c:5]([CH2:6][n:7]2[c:8](=[O:22])[cH:9][cH:10][c:11](-[c:13]3[cH:14][cH:15][c:16]([C:19]([CH3:20])([OH:21])[CH3:26])[cH:17][cH:18]3)[cH:12]2)[cH:23][cH:24]1. Starting materials: BrCc1ccc(Br)cc1CBr, CN(C)C=O, [H-], [Na+], O, Cc1ccc(S(N)(=O)=O)cc1. Product: Cc1ccc(S(=O)(=O)N2Cc3ccc(Br)cc3C2)cc1. Reaction SMILES: [Br:14][c:15]1[cH:16][c:17]([CH2:23][Br:24])[c:18]([CH2:21][Br:22])[cH:19][cH:20]1.[CH3:26][N:27]([CH3:28])[CH:29]=[O:30].[H-:1].[Na+:2].[OH2:25].[c:3]1([CH3:13])[cH:4][cH:5][c:6]([S:9](=[O:10])(=[O:11])[NH2:12])[cH:7][cH:8]1>>[c:3]1([CH3:13])[cH:4][cH:5][c:6]([S:9](=[O:10])(=[O:11])[N:12]2[CH2:21][c:18]3[c:17]([cH:16][c:15]([Br:14])[cH:20][cH:19]3)[CH2:23]2)[cH:7][cH:8]1. The reactants are C1COCCN1, C1CCOC1, C=CCOC(=O)COc1c(C(=O)OC)sc(-c2cccc(NC3CCCCC3)c2)c1Br, c1ccc(P(c2ccccc2)(c2ccccc2)[Pd](P(c2ccccc2)(c2ccccc2)c2ccccc2)(P(c2ccccc2)(c2ccccc2)c2ccccc2)P(c2ccccc2)(c2ccccc2)c2ccccc2)cc1. Product: COC(=O)c1sc(-c2cccc(NC3CCCCC3)c2)c(Br)c1OCC(=O)O. Reaction SMILES: [CH2:32]1[NH:33][CH2:34][CH2:35][O:36][CH2:37]1.[CH2:38]1[O:39][CH2:40][CH2:41][CH2:42]1.[CH3:1][O:2][C:3](=[O:4])[c:5]1[s:6][c:7](-[c:19]2[cH:20][c:21]([NH:25][CH:26]3[CH2:27][CH2:28][CH2:29][CH2:30][CH2:31]3)[cH:22][cH:23][cH:24]2)[c:8]([Br:18])[c:9]1[O:10][CH2:11][C:12](=[O:13])[O:14][CH2:15][CH:16]=[CH2:17].[cH:43]1[cH:44][cH:45][c:46]([P:47]([Pd:48]([P:49]([c:50]2[cH:51][cH:52][cH:53][cH:54][cH:55]2)([c:56]2[cH:57][cH:58][cH:59][cH:60][cH:61]2)[c:62]2[cH:63][cH:64][cH:65][cH:66][cH:67]2)([P:68]([c:69]2[cH:70][cH:71][cH:72][cH:73][cH:74]2)([c:75]2[cH:76][cH:77][cH:78][cH:79][cH:80]2)[c:81]2[cH:82][cH:83][cH:84][cH:85][cH:86]2)[P:87]([c:88]2[cH:89][cH:90][cH:91][cH:92][cH:93]2)([c:94]2[cH:95][cH:96][cH:97][cH:98][cH:99]2)[c:100]2[cH:101][cH:102][cH:103][cH:104][cH:105]2)([c:106]2[cH:107][cH:108][cH:109][cH:110][cH:111]2)[c:112]2[cH:113][cH:114][cH:115][cH:116][cH:117]2)[cH:118][cH:119]1>>[CH3:1][O:2][C:3](=[O:4])[c:5]1[s:6][c:7](-[c:19]2[cH:20][c:21]([NH:25][CH:26]3[CH2:27][CH2:28][CH2:29][CH2:30][CH2:31]3)[cH:22][cH:23][cH:24]2)[c:8]([Br:18])[c:9]1[O:10][CH2:11][C:12](=[O:13])[OH:14]. Starting materials: [BH4-], CC#N, CC#N, O=C1C(CCC(O)c2ccc(F)cc2)C(c2ccc(-c3cccc(OCC4OC(O)C(O)C(O)C4O)c3)cc2)N1c1ccc(F)cc1, [Na+], O. Yields the product O=C1C(CCC(O)c2ccc(F)cc2)C(c2ccc(-c3cccc(OCC(O)C(O)C(O)C(O)CO)c3)cc2)N1c1ccc(F)cc1. As a reaction SMILES: [BH4-:1].[C:51](#[N:52])[CH3:53].[CH3:54][C:55]#[N:56].[F:3][c:4]1[cH:5][cH:6][c:7]([N:10]2[CH:11]([c:26]3[cH:27][cH:28][c:29](-[c:32]4[cH:33][c:34]([O:38][CH2:39][CH:40]5[CH:41]([OH:49])[CH:42]([OH:48])[CH:43]([OH:47])[CH:44]([OH:45])[O:46]5)[cH:35][cH:36][cH:37]4)[cH:30][cH:31]3)[CH:12]([CH2:15][CH2:16][CH:17]([OH:18])[c:19]3[cH:20][cH:21][c:22]([F:25])[cH:23][cH:24]3)[C:13]2=[O:14])[cH:8][cH:9]1.[Na+:2].[OH2:50]>>[F:3][c:4]1[cH:5][cH:6][c:7]([N:10]2[CH:11]([c:26]3[cH:27][cH:28][c:29](-[c:32]4[cH:33][c:34]([O:38][CH2:39][CH:40]([CH:41]([CH:42]([CH:43]([CH2:44][OH:45])[OH:47])[OH:48])[OH:49])[OH:46])[cH:35][cH:36][cH:37]4)[cH:30][cH:31]3)[CH:12]([CH2:15][CH2:16][CH:17]([OH:18])[c:19]3[cH:20][cH:21][c:22]([F:25])[cH:23][cH:24]3)[C:13]2=[O:14])[cH:8][cH:9]1.